This data is from the Open Reaction Database (ORD), a public repository of structured organic reaction records. The task is: describe an organic reaction: reactants, conditions, products, and yield Starting materials: CN1CCNC(CO)C1, CCSC1=NC(=O)C(=Cc2ccc3c(cnn3Cc3ccc(Cl)cc3C(F)(F)F)c2)S1. Yields the product CN1CCN(C2=NC(=O)C(=Cc3ccc4c(cnn4Cc4ccc(Cl)cc4C(F)(F)F)c3)S2)C(CO)C1. As a reaction SMILES: [CH3:32][N:33]1[CH2:34][CH:35]([CH2:39][OH:40])[NH:36][CH2:37][CH2:38]1.[Cl:1][c:2]1[cH:3][c:4]([C:28]([F:29])([F:30])[F:31])[c:5]([CH2:6][n:7]2[n:8][cH:9][c:10]3[cH:11][c:12]([CH:16]=[C:17]4[C:18](=[O:25])[N:19]=[C:20]([S:22][CH2:23][CH3:24])[S:21]4)[cH:13][cH:14][c:15]23)[cH:26][cH:27]1>>[Cl:1][c:2]1[cH:3][c:4]([C:28]([F:29])([F:30])[F:31])[c:5]([CH2:6][n:7]2[n:8][cH:9][c:10]3[cH:11][c:12]([CH:16]=[C:17]4[C:18](=[O:25])[N:19]=[C:20]([N:36]5[CH:35]([CH2:39][OH:40])[CH2:34][N:33]([CH3:32])[CH2:38][CH2:37]5)[S:21]4)[cH:13][cH:14][c:15]23)[cH:26][cH:27]1. Starting materials: CCCBr, CCCO, [Na], Cc1ncccc1O. The product is CCCOc1cccnc1C. Reaction SMILES: [Br:10][CH2:11][CH2:12][CH3:13].[CH3:14][CH2:15][CH2:16][OH:17].[Na:9].[OH:1][c:2]1[c:3]([CH3:8])[n:4][cH:5][cH:6][cH:7]1>>[O:1]([c:2]1[c:3]([CH3:8])[n:4][cH:5][cH:6][cH:7]1)[CH2:11][CH2:12][CH3:13].